Dataset: the Open Reaction Database (ORD), a public repository of structured organic reaction records. Task: describe an organic reaction: reactants, conditions, products, and yield Starting materials: 4-acetyl-1-ethyl-8-nitro-1,3,4,5-tetrahydro-benzo[e][1,4]diazopin-2, CNC(=O)C=1SC=C(C1NC1=NC(=NC=C1Cl)Cl)C (3-(2,5-dichloro-pyrimidin-4-ylamino)-4-methyl-thiophene-2-carboxylic acid methylamide), CNC(=O)C=1SC=C(C1NC1=NC(=NC=C1Cl)NC=1C=CC2=C(NC(CN(C2)C(C)=O)=O)C1)C (3-[2-(4-acetyl-2-oxo-2,3,4,5-tetrahydro-1H-benzo[e][1,4]diazepin-8-ylamino)-5-chloro-pyrimidin-4-ylamino]-4-methyl-thiophene-2-carboxylic acid methylamide). Product: CNC(=O)C=1SC=C(C1NC1=NC(=NC=C1Cl)NC=1C=CC2=C(N(C(CN(C2)C(C)=O)=O)CC)C1)C (3-[2-(4-Acetyl-1-ethyl-2-oxo-2,3,4,5-tetrahydro-1H-benzo[e][1,4]diazepin-8-ylamino)-5-chloro-pyrimidin-4-ylamino]-4-methyl-thiophene-2-carboxylic acid-methylamide). RXN SMILES: CN[C:3]([C:5]1SC=C(C)C=1NC1C(Cl)=CN=C(Cl)N=1)=O.[CH3:20][NH:21][C:22]([C:24]1[S:25][CH:26]=[C:27]([CH3:53])[C:28]=1[NH:29][C:30]1[C:35]([Cl:36])=[CH:34][N:33]=[C:32]([NH:37][C:38]2[CH:39]=[CH:40][C:41]3[CH2:47][N:46]([C:48](=[O:50])[CH3:49])[CH2:45][C:44](=[O:51])[NH:43][C:42]=3[CH:52]=2)[N:31]=1)=[O:23]>>[CH3:20][NH:21][C:22]([C:24]1[S:25][CH:26]=[C:27]([CH3:53])[C:28]=1[NH:29][C:30]1[C:35]([Cl:36])=[CH:34][N:33]=[C:32]([NH:37][C:38]2[CH:39]=[CH:40][C:41]3[CH2:47][N:46]([C:48](=[O:50])[CH3:49])[CH2:45][C:44](=[O:51])[N:43]([CH2:3][CH3:5])[C:42]=3[CH:52]=2)[N:31]=1)=[O:23]. Procedure details: Following a procedure analogous to Example 1741e, 4-acetyl-1-ethyl-8-nitro-1,3,4,5-tetrahydro-benzo[e][1,4]diazopin-2-one and 3-(2,5-dichloro-pyrimidin-4-ylamino)-4-methyl-thiophene-2-carboxylic acid methylamide were converted to 3-[2-(4-acetyl-2-oxo-2,3,4,5-tetrahydro-1H-benzo[e][1,4]diazepin-8-ylamino)-5-chloro-pyrimidin-4-ylamino]-4-methyl-thiophene-2-carboxylic acid methylamide: 1H NMR (300 MHz, CDCl3) δ 9.18 (s, 1H), 8.2 (s, 1H), 7.8 (s, 1H), 7.38 (dd, 2H), 7.22 (d, 1H), 7.1 (d, 1H), 6.08 (... Starting materials: C(C)(=O)OO (peracetic acid), C(C)(=O)OO (peracetic acid), 108.1g, C1=CC(=CC=C1O)C (paracresol), peracid. The product is CC1=CC(=C(C=C1)O)O (4-methyl-1,2-dihydroxybenzene). Procedure details: Five-neck flasks having a volume of 500 ml and provided with a stirrer, a reflux condenser, a sampling tube, a test specimen inlet and a thermometer were charged with 108.1g (1.0 mol) of paracresol and a different kind of peracid stabilizer as the catalyst shown in Table 1. Each flask was placed in a constant temperature bath kept at a temperature indicated in Table 1. Into the flask contents, 7.61g (0.1 mol) of peracetic acid in the form of about 35 weight% acetone solution was introduced throu... The solvent is CC(=O)C (acetone). RXN SMILES: [CH:1]1[C:6]([OH:7])=[CH:5][CH:4]=[C:3]([CH3:8])[CH:2]=1.C(OO)(=[O:11])C>CC(C)=O>[CH3:8][C:3]1[CH:4]=[CH:5][C:6]([OH:7])=[C:1]([OH:11])[CH:2]=1. The reactants are ClC(C(=O)N[C@@H]([C@@H](C1=CC=C(C=C1)[Sn](C)(C)C)O)CF)Cl (2,2-dichloro-N-((1R,2S)-3-fluoro-1-hydroxy-1-(4-(trimethyl-stannyl)phenyl)propan-2-yl)acetamide), N1(C=NC=C1)CC1=NC=C(C=C1)Br (2-((1H-imidazol-1-yl)methyl)-5-bromopyridine). The product is N1(C=NC=C1)CC1=CC=C(C=N1)C1=CC=C(C=C1)[C@H]([C@@H](CF)NC(C(Cl)Cl)=O)O (N-((1R,2S)-1-(4-(6-((1H-imidazol-1-yl)methyl)-pyridin-3-yl)phenyl)-3-fluoro-1-hydroxypropan-2-yl)-2,2-dichloroacetamide). Reaction SMILES: [Cl:1][CH:2]([Cl:21])[C:3]([NH:5][C@H:6]([CH2:19][F:20])[C@H:7]([OH:18])[C:8]1[CH:13]=[CH:12][C:11]([Sn](C)(C)C)=[CH:10][CH:9]=1)=[O:4].[N:22]1([CH2:27][C:28]2[CH:33]=[CH:32][C:31](Br)=[CH:30][N:29]=2)[CH:26]=[CH:25][N:24]=[CH:23]1>>[N:22]1([CH2:27][C:28]2[N:29]=[CH:30][C:31]([C:11]3[CH:12]=[CH:13][C:8]([C@@H:7]([OH:18])[C@H:6]([NH:5][C:3](=[O:4])[CH:2]([Cl:21])[Cl:1])[CH2:19][F:20])=[CH:9][CH:10]=3)=[CH:32][CH:33]=2)[CH:26]=[CH:25][N:24]=[CH:23]1. Procedure details: Following the general procedure of Example 6—Step 4 and making non-critical variations but using 2,2-dichloro-N-((1R,2S)-3-fluoro-1-hydroxy-1-(4-(trimethyl-stannyl)phenyl)propan-2-yl)acetamide and commercially available 2-((1H-imidazol-1-yl)methyl)-5-bromopyridine the title compound is obtained (20 mg): 1H-NMR (400 MHz, DMSO-d6) 4.21-4.24 (m, 1H), 4.27-40.31 (m, 0.5H), 4.38-4.42 (m, 0.5H), 4.55-4.59 (m, 0.5H), 4.67-4.70 (m, 0.5H), 4.89 (t, J=3.6 Hz, 1H), 5.33 (s, 2H), 5.99 (d, J=4.16 Hz, 1H), 6.... Starting materials: ice, C(C)(C)(C)OC(NC(C(N(C)OC)=O)C1CCCCC1)=O ([cyclohexyl-(methoxy-methyl-carbamoyl)-methyl]-carbamic acid tert-butyl ester), [H-].[H-].[H-].[H-].[Li+].[Al+3] (LAH). Solvent: C1CCOC1 (THF). Reaction conditions: time 20 minute. Yields the product C(C)(C)(C)OC(NC(C=O)C1CCCCC1)=O ((1-cyclohexyl-2-oxo-ethyl)-carbamic acid tert-butyl ester). As a reaction SMILES: [C:1]([O:5][C:6](=[O:21])[NH:7][CH:8]([CH:15]1[CH2:20][CH2:19][CH2:18][CH2:17][CH2:16]1)[C:9](=[O:14])N(OC)C)([CH3:4])([CH3:3])[CH3:2].[H-].[H-].[H-].[H-].[Li+].[Al+3]>C1COCC1>[C:1]([O:5][C:6](=[O:21])[NH:7][CH:8]([CH:15]1[CH2:16][CH2:17][CH2:18][CH2:19][CH2:20]1)[CH:9]=[O:14])([CH3:4])([CH3:2])[CH3:3] |f:1.2.3.4.5.6|. Reported procedure: To an ice cooled solution of [cyclohexyl-(methoxy-methyl-carbamoyl)-methyl]-carbamic acid tert-butyl ester (12.3 g, 40 mmol) in THF (100 mL) was slowly added LAH (1M in THF; 45 mL), with the reaction mixture temperature maintained below 5° C. The ice bath was removed, and the reaction mixture was stirred at room temperature for 20 min. A solution of NaHSO4 (7.3 g) in water (10 mL) was then slowly added to the reaction mixture to quench the reaction. The reaction mixture was then filtered through... Starting materials: COc1cc(N)c(Br)cc1Cl, Br, O=C([O-])O, CCOCCO, N#Cc1cnc2c(c1Cl)C=C1N=CN=C1C2, Cl, [Na+], c1ccncc1. Yields the product COc1cc(Nc2c(C#N)cnc3c2C=C2N=CN=C2C3)c(Br)cc1Cl. RXN SMILES: [Br:18][c:19]1[c:20]([NH2:21])[cH:22][c:23]([O:27][CH3:28])[c:24]([Cl:26])[cH:25]1.[BrH:17].[C:36](=[O:37])([OH:38])[O-:39].[CH3:41][CH2:42][O:43][CH2:44][CH2:45][OH:46].[Cl:1][c:2]1[c:3]([C:15]#[N:16])[cH:4][n:5][c:6]2[c:11]1[CH:10]=[C:9]1[C:8](=[N:14][CH:13]=[N:12]1)[CH2:7]2.[ClH:29].[Na+:40].[n:30]1[cH:31][cH:32][cH:33][cH:34][cH:35]1>>[c:2]1([NH:21][c:20]2[c:19]([Br:18])[cH:25][c:24]([Cl:26])[c:23]([O:27][CH3:28])[cH:22]2)[c:3]([C:15]#[N:16])[cH:4][n:5][c:6]2[c:11]1[CH:10]=[C:9]1[C:8](=[N:14][CH:13]=[N:12]1)[CH2:7]2.